This data is from the Open Reaction Database (ORD), a public repository of structured organic reaction records. The task is: describe an organic reaction: reactants, conditions, products, and yield Reactants: O=C([O-])[O-], CCOC(=O)N1c2ccc(C(F)(F)F)cc2C(Nc2ncc(-c3nnn[nH]3)c(Cc3cc(C(F)(F)F)cc(C(F)(F)F)c3)n2)CC1CC, CI, CN(C)C=O, CCOC(C)=O, [K+], [K+], O. Product: CCOC(=O)N1c2ccc(C(F)(F)F)cc2C(Nc2ncc(-c3nnn(C)n3)c(Cc3cc(C(F)(F)F)cc(C(F)(F)F)c3)n2)CC1CC. Reaction SMILES: [C:49](=[O:50])([O-:51])[O-:52].[CH2:1]([CH3:2])[O:3][C:4](=[O:5])[N:6]1[CH:7]([CH2:47][CH3:48])[CH2:8][CH:9]([NH:20][c:21]2[n:22][cH:23][c:24](-[c:42]3[n:43][n:44][n:45][nH:46]3)[c:25]([CH2:27][c:28]3[cH:29][c:30]([C:38]([F:39])([F:40])[F:41])[cH:31][c:32]([C:34]([F:35])([F:36])[F:37])[cH:33]3)[n:26]2)[c:10]2[cH:11][c:12]([C:16]([F:17])([F:18])[F:19])[cH:13][cH:14][c:15]21.[CH3:55][I:56].[CH3:58][N:59]([CH3:60])[CH:61]=[O:62].[CH3:63][CH2:64][O:65][C:66](=[O:67])[CH3:68].[K+:53].[K+:54].[OH2:57]>>[CH2:1]([CH3:2])[O:3][C:4](=[O:5])[N:6]1[CH:7]([CH2:47][CH3:48])[CH2:8][CH:9]([NH:20][c:21]2[n:22][cH:23][c:24](-[c:42]3[n:43][n:44][n:45]([CH3:49])[n:46]3)[c:25]([CH2:27][c:28]3[cH:29][c:30]([C:38]([F:39])([F:40])[F:41])[cH:31][c:32]([C:34]([F:35])([F:36])[F:37])[cH:33]3)[n:26]2)[c:10]2[cH:11][c:12]([C:16]([F:17])([F:18])[F:19])[cH:13][cH:14][c:15]21. The reactants are COC=1C=C2CCC(CC2=CC1)C1=C(C=CC=C1)N (2-(6-methoxy-1,2,3,4-tetrahydronaphthalen-2-yl)phenylamine), [OH-].[Na+] (sodium hydroxide), Cl.FC=1C=C(C(=O)Cl)C=CC1OCCN1CCCCC1 (3-fluoro-4-(2-piperidin-1-ylethoxy)benzoyl chloride hydrochloride). Run in ClCCl (dichloromethane). Run at time 8 hour. Yields the product FC=1C=C(CNC2=C(C=CC=C2)C2CC3=CC=C(C=C3CC2)OC)C=CC1OCCN1CCCCC1 ([3-Fluoro-4-(2-piperidin-1-ylethoxy)benzyl][2-(6-methoxy-1,2,3,4-tetrahydronaphthalen-2-yl)phenyl]amine). Yield: 85.7%. RXN SMILES: [CH3:1][O:2][C:3]1[CH:4]=[C:5]2[C:10](=[CH:11][CH:12]=1)[CH2:9][CH:8]([C:13]1[CH:18]=[CH:17][CH:16]=[CH:15][C:14]=1[NH2:19])[CH2:7][CH2:6]2.[OH-].[Na+].Cl.[F:23][C:24]1[CH:25]=[C:26]([CH:30]=[CH:31][C:32]=1[O:33][CH2:34][CH2:35][N:36]1[CH2:41][CH2:40][CH2:39][CH2:38][CH2:37]1)[C:27](Cl)=O>ClCCl>[F:23][C:24]1[CH:25]=[C:26]([CH:30]=[CH:31][C:32]=1[O:33][CH2:34][CH2:35][N:36]1[CH2:41][CH2:40][CH2:39][CH2:38][CH2:37]1)[CH2:27][NH:19][C:14]1[CH:15]=[CH:16][CH:17]=[CH:18][C:13]=1[CH:8]1[CH2:7][CH2:6][C:5]2[C:10](=[CH:11][CH:12]=[C:3]([O:2][CH3:1])[CH:4]=2)[CH2:9]1 |f:1.2,3.4|. Procedure: To a solution of 3-fluoro-4-(2-piperidin-1-ylethoxy)benzoic acid hydrochloride (2.0 g) in thionyl chloride (20 ml) was added toluene (20 ml), the solution was stirred for 30 minutes at 100° C., then the reaction solution was concentrated in vacuo to provide 3-fluoro-4-(2-piperidin-1-ylethoxy)benzoyl chloride hydrochloride (2.0 g). To a solution of 2-(6-methoxy-1,2,3,4-tetrahydronaphthalen-2-yl)phenylamine (253 mg) in dichloromethane (8 ml) were sequentially added an aqueous solution of 1N sodium... The reactants are CN(CC(=O)N1CCC2=CC(=C(C=C12)NC=1N=C(C2=C(N1)N(C=C2)S(=O)(=O)C2=CC=C(C=C2)C)NC2=C(C(=O)N)C(=CC=C2)F)OC)C (2-({2-{[1-(N,N-dimethylglycyl)-5-(methyloxy)-2,3-dihydro-1H-indol-6-yl]amino}-7-[(4-methylphenyl)sulfonyl]-7H-pyrrolo[2,3-d]pyrimidin-4-yl}amino)-6-fluorobenzamide), C[O-].[Na+] (NaOMe). Run in C1CCOC1 (THF). Yields the product CN(CC(=O)N1CCC2=CC(=C(C=C12)NC1=NC(=C2C(N1)=NC=C2)NC2=C(C(=O)N)C(=CC=C2)F)OC)C (2-[(2-{[1-(N,N-dimethylglycyl)-5-(methyloxy)-2,3-dihydro-1H-indol-6-yl]amino}-1H-pyrrolo[2,3-d]pyrimidin-4-yl)amino]-6-fluorobenzamide). The yield is 42.0%. As a reaction SMILES: [CH3:1][N:2]([CH3:48])[CH2:3][C:4]([N:6]1[C:14]2[C:9](=[CH:10][C:11]([O:46][CH3:47])=[C:12]([NH:15][C:16]3[N:17]=[C:18]([NH:35][C:36]4[CH:44]=[CH:43][CH:42]=[C:41]([F:45])[C:37]=4[C:38]([NH2:40])=[O:39])[C:19]4[CH:24]=[CH:23][N:22](S(C5C=CC(C)=CC=5)(=O)=O)[C:20]=4[N:21]=3)[CH:13]=2)[CH2:8][CH2:7]1)=[O:5].C[O-].[Na+]>C1COCC1>[CH3:1][N:2]([CH3:48])[CH2:3][C:4]([N:6]1[C:14]2[C:9](=[CH:10][C:11]([O:46][CH3:47])=[C:12]([NH:15][C:16]3[NH:21][C:20]4=[N:22][CH:23]=[CH:24][C:19]4=[C:18]([NH:35][C:36]4[CH:44]=[CH:43][CH:42]=[C:41]([F:45])[C:37]=4[C:38]([NH2:40])=[O:39])[N:17]=3)[CH:13]=2)[CH2:8][CH2:7]1)=[O:5] |f:1.2|. Procedure details: A mixture of 2-({2-{[1-(N,N-dimethylglycyl)-5-(methyloxy)-2,3-dihydro-1H-indol-6-yl]amino}-7-[(4-methylphenyl)sulfonyl]-7H-pyrrolo[2,3-d]pyrimidin-4-yl}amino)-6-fluorobenzamide (6.7 g, 10 mmol), a solution of NaOMe (0.5M in MeOH, 200 mL, 100 mmol) and THF (400 mL) was stirred at rt overnight. The resulting mixture was filtered through a pad of silica gel, which was rinsed with a solution of NH3 (2N in MeOH). The filtrate was concentrated. The residue was dissolved in THF and purified by silica g...